From a dataset of the Open Reaction Database (ORD), a public repository of structured organic reaction records. describe an organic reaction: reactants, conditions, products, and yield Starting materials: C(C)#N (acetonitrile), ICl (ICl), O1CCC2=C1C=CC(=C2)S(=O)(=O)Cl (2,3-dihydro-benzofuran-5-sulfonyl chloride), O1CCC2=C1C=CC(=C2)S(=O)(=O)Cl (2,3-dihydro-benzofuran-5-sulfonyl chloride). Run in C(Cl)Cl (DCM), C(Cl)Cl (DCM). Yields the product IC1=CC(=CC=2CCOC21)S(=O)(=O)Cl (7-Iodo-2,3-dihydro-benzofuran-5-sulfonyl chloride). Isolated yield 100.9%. As a reaction SMILES: [I:1]Cl.[O:3]1[C:7]2[CH:8]=[CH:9][C:10]([S:12]([Cl:15])(=[O:14])=[O:13])=[CH:11][C:6]=2[CH2:5][CH2:4]1.C(#N)C>C(Cl)Cl>[I:1][C:8]1[C:7]2[O:3][CH2:4][CH2:5][C:6]=2[CH:11]=[C:10]([S:12]([Cl:15])(=[O:13])=[O:14])[CH:9]=1. Reported procedure: A solution of ICl (7.7 g, 47 mmol) in DCM (100 mL) was added dropwise to a solution of 2,3-dihydro-benzofuran-5-sulfonyl chloride (5 g, 23 mmol; Intermediate 54) in DCM (100 mL) at reflux temperature under nitrogen atmosphere. The reaction was heated at reflux overnight. The reaction mixture was cooled at room temperature and acetonitrile (50 mL) was added. The resultant mixture was washed with a saturated solution of NaHCO3 and the organic phase was separated followed by elimination of the vola...